Dataset: the Open Reaction Database (ORD), a public repository of structured organic reaction records. Task: describe an organic reaction: reactants, conditions, products, and yield The reactants are Brc1ccnc2[nH]ccc12, CCOC(C)=O, Cl, [H-], [Na+], CN(C)C=O, ClCc1ccncc1. The product is Brc1ccnc2c1ccn2Cc1ccncc1. As a reaction SMILES: [Br:1][c:2]1[c:3]2[c:4]([n:5][cH:6][cH:7]1)[nH:8][cH:9][cH:10]2.[CH3:27][CH2:28][O:29][C:30](=[O:31])[CH3:32].[ClH:18].[H-:16].[Na+:17].[O:11]=[CH:12][N:13]([CH3:14])[CH3:15].[cH:19]1[cH:20][c:21]([CH2:25][Cl:26])[cH:22][cH:23][n:24]1>>[Br:1][c:2]1[c:3]2[c:4]([n:5][cH:6][cH:7]1)[n:8]([CH2:25][c:21]1[cH:20][cH:19][n:24][cH:23][cH:22]1)[cH:9][cH:10]2. The reactants are CCOc1ccc(NC(C)=O)cc1CC, CC(=O)OC(C)=O, CC(=O)O, O, O=[N+]([O-])O. The product is CCOc1cc([N+](=O)[O-])c(NC(C)=O)cc1CC. As a reaction SMILES: [C:1]([CH3:2])(=[O:3])[NH:4][c:5]1[cH:6][c:7]([CH2:14][CH3:15])[c:8]([O:11][CH2:12][CH3:13])[cH:9][cH:10]1.[CH3:20][C:21]([O:22][C:23](=[O:24])[CH3:25])=[O:26].[CH3:27][C:28](=[O:29])[OH:30].[OH2:31].[OH:16][N+:17]([O-:18])=[O:19]>>[C:1]([CH3:2])(=[O:3])[NH:4][c:5]1[cH:6][c:7]([CH2:14][CH3:15])[c:8]([O:11][CH2:12][CH3:13])[cH:9][c:10]1[N+:17](=[O:16])[O-:18].